This data is from the Open Reaction Database (ORD), a public repository of structured organic reaction records. The task is: describe an organic reaction: reactants, conditions, products, and yield Reactants: COC1=C(C(=C(C=2CC(OC21)C)C)N2CCNCC2)C (1-(7-methoxy-2,4,6-trimethyl-2,3-dihydro-1-benzofuran-5-yl)piperazine), BrC1=CC=C(C=C1)OCC (1-bromo-4-ethoxybenzene). Product: C(C)OC1=CC=C(C=C1)N1CCN(CC1)C=1C(=C(C2=C(CC(O2)C)C1C)OC)C (1-(4-Ethoxyphenyl)-4-(7-methoxy-2,4,6-trimethyl-2,3-dihydro-1-benzofuran-5-yl)piperazine). The yield is 33.4%. RXN SMILES: [CH3:1][O:2][C:3]1[C:11]2[O:10][CH:9]([CH3:12])[CH2:8][C:7]=2[C:6]([CH3:13])=[C:5]([N:14]2[CH2:19][CH2:18][NH:17][CH2:16][CH2:15]2)[C:4]=1[CH3:20].Br[C:22]1[CH:27]=[CH:26][C:25]([O:28][CH2:29][CH3:30])=[CH:24][CH:23]=1>>[CH2:29]([O:28][C:25]1[CH:26]=[CH:27][C:22]([N:17]2[CH2:18][CH2:19][N:14]([C:5]3[C:4]([CH3:20])=[C:3]([O:2][CH3:1])[C:11]4[O:10][CH:9]([CH3:12])[CH2:8][C:7]=4[C:6]=3[CH3:13])[CH2:15][CH2:16]2)=[CH:23][CH:24]=1)[CH3:30]. Procedure details: By using 1-(7-methoxy-2,4,6-trimethyl-2,3-dihydro-1-benzofuran-5-yl)piperazine (552 mg, 2.0 mmol) synthesized in Reference example 88 and 1-bromo-4-ethoxybenzene (804 mg, 4.0 mmol), the reaction was carried out in the same manner as Example 23 to synthesize the title compound 265 mg (yield 33%). Melting point was 117 to 119° C. (ethanol-water). Starting materials: [OH-].[Na+] (NaOH), S(=O)(=O)(O)O.CSC(N)=N (S-methylisothiourea sulfate), CC(C)(C)OC.C1CCOC1 (TBME THF), NC=1C(=NC(=C(N1)N)Cl)C(=O)OC(=CC(NC(C)(C)C)=O)C (1-(tert-butylcarbamoyl)prop-1-en-2-yl 3,5-diamino-6-chloropyrazine-2-carboxylate). The solvent is O (water). The product is NC=1C(=NC(=C(N1)N)Cl)C(=O)NC(=N)SC (3,5-Diamino-6-chloro-N-[(methylsulfanyl)methanimidoyl]pyrazine-2-carboxamide). RXN SMILES: [OH-].[Na+].S(O)(O)(=O)=O.[CH3:8][S:9][C:10](=[NH:12])[NH2:11].CC(OC)(C)C.C1COCC1.[NH2:24][C:25]1[C:26]([C:33](OC(C)=CC(=O)NC(C)(C)C)=[O:34])=[N:27][C:28]([Cl:32])=[C:29]([NH2:31])[N:30]=1>O>[NH2:24][C:25]1[C:26]([C:33]([NH:12][C:10]([S:9][CH3:8])=[NH:11])=[O:34])=[N:27][C:28]([Cl:32])=[C:29]([NH2:31])[N:30]=1 |f:0.1,2.3,4.5|. Procedure: To NaOH (1 mol/l in water; 9.2 mL; 9.2 mmol) is added S-methylisothiourea sulfate (1.78 g; 6.1 mmol. The mixture is stirred until complete solution is achieved. TBME/THF (1:1; 30 mL) and then 1-(tert-butylcarbamoyl)prop-1-en-2-yl 3,5-diamino-6-chloropyrazine-2-carboxylate (Intermediate B.61; 2.00 g; 6.10 mmol) are added and the mixture is stirred at r.t. over night, then water (6 mL) is added. The precipitate formed is filtered off with suction, washed successively with water, methanol and then ... RXN SMILES: C[Sn](C)(C)[C:3]1[CH:8]=[CH:7][C:6]([N:9]2[CH2:14][CH2:13][CH:12]([OH:15])[CH2:11][CH2:10]2)=[CH:5][CH:4]=1.Cl[C:19]1[N:28]=[C:27]([NH:29][CH2:30][C@H:31]2[O:36][CH2:35][CH2:34][N:33]([C:37]([O:39][C:40]([CH3:43])([CH3:42])[CH3:41])=[O:38])[CH2:32]2)[C:26]2[C:21](=[N:22][CH:23]=[CH:24][N:25]=2)[CH:20]=1>C1(C)C=CC=CC=1.C1C=CC([P]([Pd]([P](C2C=CC=CC=2)(C2C=CC=CC=2)C2C=CC=CC=2)([P](C2C=CC=CC=2)(C2C=CC=CC=2)C2C=CC=CC=2)[P](C2C=CC=CC=2)(C2C=CC=CC=2)C2C=CC=CC=2)(C2C=CC=CC=2)C2C=CC=CC=2)=CC=1>[OH:15][CH:12]1[CH2:13][CH2:14][N:9]([C:6]2[CH:7]=[CH:8][C:3]([C:19]3[N:28]=[C:27]([NH:29][CH2:30][C@H:31]4[O:36][CH2:35][CH2:34][N:33]([C:37]([O:39][C:40]([CH3:43])([CH3:42])[CH3:41])=[O:38])[CH2:32]4)[C:26]4[C:21](=[N:22][CH:23]=[CH:24][N:25]=4)[CH:20]=3)=[CH:4][CH:5]=2)[CH2:10][CH2:11]1 |^1:54,56,75,94|. The solvent is C1(=CC=CC=C1)C (toluene). The reactants are C[Sn](C1=CC=C(C=C1)N1CCC(CC1)O)(C)C (1-(4-(trimethylstannyl)phenyl)piperidin-4-ol), ClC1=CC2=NC=CN=C2C(=N1)NC[C@@H]1CN(CCO1)C(=O)OC(C)(C)C ((R)-tert-butyl 2-((7-chloropyrido[4,3-b]pyrazin-5-ylamino)methyl)morpholine-4-carboxylate). The reagents and catalysts are C=1C=CC(=CC1)[P](C=2C=CC=CC2)(C=3C=CC=CC3)[Pd]([P](C=4C=CC=CC4)(C=5C=CC=CC5)C=6C=CC=CC6)([P](C=7C=CC=CC7)(C=8C=CC=CC8)C=9C=CC=CC9)[P](C=1C=CC=CC1)(C=1C=CC=CC1)C=1C=CC=CC1 (tetrakis(triphenylphosphine)palladium). Yields the product OC1CCN(CC1)C1=CC=C(C=C1)C1=CC2=NC=CN=C2C(=N1)NC[C@@H]1CN(CCO1)C(=O)OC(C)(C)C ((R)-tert-butyl 2-((7-(4-(4-hydroxypiperidin-1-yl)phenyl)pyrido[4,3-b]pyrazin-5-ylamino)methyl)morpholine-4-carboxylate). Yield: 27.6%. Reported procedure: 1-(4-(trimethylstannyl)phenyl)piperidin-4-ol (398 mg, 1.17 mmol), (R)-tert-butyl 2-((7-chloropyrido[4,3-b]pyrazin-5-ylamino)methyl)morpholine-4-carboxylate (297 mg, 0.78 mmol), tetrakis(triphenylphosphine)palladium (180 mg, 0.15 mmol) were mixed in 5 mL toluene. The mixture was reacted at 100° C. overnight. Filtrated and concentrated, purified by flash chromatography (PE:EA=1:2) to give 112 mg reddish solid. The reactants are C([O-])([O-])=O.[Cs+].[Cs+] (caesium carbonate), [I-].[K+] (potassium iodide), ON=C(C(=O)NC)C1=CC=CC=C1 (2-(hydroxyimino)-N-methyl-2-phenylacetamide), ClCC1=CC=CC(=N1)NC(OC(C)(C)C)=O (tert-butyl [6-(chloromethyl)pyridin-2-yl]carbamate). Run in C(C)#N.CN(C)C=O (acetonitrile DMF). Conditions: time 3 hour. The product is CNC(C(C1=CC=CC=C1)=NOCC1=CC=CC(=N1)NC(OC(C)(C)C)=O)=O (tert-butyl {6-[({[2-(methylamino)-2-oxo-1-phenylethylidene]amino}oxy)methyl]pyridin-2-yl}carbamate). As a reaction SMILES: C(=O)([O-])[O-].[Cs+].[Cs+].[I-].[K+].[OH:9][N:10]=[C:11]([C:16]1[CH:21]=[CH:20][CH:19]=[CH:18][CH:17]=1)[C:12]([NH:14][CH3:15])=[O:13].Cl[CH2:23][C:24]1[N:29]=[C:28]([NH:30][C:31](=[O:37])[O:32][C:33]([CH3:36])([CH3:35])[CH3:34])[CH:27]=[CH:26][CH:25]=1>C(#N)C.CN(C=O)C>[CH3:15][NH:14][C:12](=[O:13])[C:11](=[N:10][O:9][CH2:23][C:24]1[N:29]=[C:28]([NH:30][C:31](=[O:37])[O:32][C:33]([CH3:35])([CH3:34])[CH3:36])[CH:27]=[CH:26][CH:25]=1)[C:16]1[CH:21]=[CH:20][CH:19]=[CH:18][CH:17]=1 |f:0.1.2,3.4,7.8|. Procedure details: 37.4 g (114 mmol) of caesium carbonate and 0.91 g, (5.47 mmol) of potassium iodide were added to a solution of 10.7 g (60.1 mmol) of 2-(hydroxyimino)-N-methyl-2-phenylacetamide (81:19 mixture of the Z and E diastereoisomers) and 13.3 g (54.7 mmol) of tert-butyl [6-(chloromethyl)pyridin-2-yl]carbamate in 100 ml of acetonitrile: DMF 75:25. After stirring for 3 h at room temperature, the mixture was concentrated by evaporation in vacuo and the residue was admixed with 250 ml of ethyl acetate. Then,... The reactants are ClC1=CC(=NC2=CC=CC=C12)C1=CC=C(C=C1)OC (4-chloro-2-(4-methoxy-phenyl)-quinoline), NCC(CO)O ((RS)-3-amino-1,2-propandiol). The product is Cl.COC1=CC=C(C=C1)C1=NC2=CC=CC=C2C(=C1)NCC(CO)O ((RS)-3-[2-(4-Methoxy-phenyl)-quinolin-4-ylamino]-propane-1,2-diol hydrochloride). Reaction SMILES: [Cl:1][C:2]1[C:11]2[C:6](=[CH:7][CH:8]=[CH:9][CH:10]=2)[N:5]=[C:4]([C:12]2[CH:17]=[CH:16][C:15]([O:18][CH3:19])=[CH:14][CH:13]=2)[CH:3]=1.[NH2:20][CH2:21][CH:22]([OH:25])[CH2:23][OH:24]>>[ClH:1].[CH3:19][O:18][C:15]1[CH:16]=[CH:17][C:12]([C:4]2[CH:3]=[C:2]([NH:20][CH2:21][CH:22]([OH:25])[CH2:23][OH:24])[C:11]3[C:6](=[CH:7][CH:8]=[CH:9][CH:10]=3)[N:5]=2)=[CH:13][CH:14]=1 |f:2.3|. Procedure: The title compound, m.p. 216-218° C. and MS: m/e=324 (M+), was prepared from 4-chloro-2-(4-methoxy-phenyl)-quinoline and (RS)-3-amino-1,2-propandiol.